Dataset: the Open Reaction Database (ORD), a public repository of structured organic reaction records. Task: describe an organic reaction: reactants, conditions, products, and yield Starting materials: C(C)OC(=O)Cl (Ethylchloroformate), NC1=CC=C(C=C1)NNC=O (4-amino-1-(2'-formylhydrazino)benzene), N1=C(C=CC=C1C)C (2,6-lutidine). Solvent: C(C)#N (acetonitrile). Run at time 3 hour. Yields the product C(C)NC(=O)OC1=CC=C(C=C1)NNC=O (2-(4-ethylcarbamoyloxyphenyl)-1-formylhyrazine). Reaction SMILES: [CH2:1]([O:3][C:4](Cl)=[O:5])[CH3:2].NC1C=[CH:12][C:11]([NH:14][NH:15][CH:16]=[O:17])=[CH:10][CH:9]=1.[N:18]1C(C)=CC=[CH:20][C:19]=1C>C(#N)C>[CH2:19]([NH:18][C:4]([O:3][C:1]1[CH:9]=[CH:10][C:11]([NH:14][NH:15][CH:16]=[O:17])=[CH:12][CH:2]=1)=[O:5])[CH3:20]. Procedure details: Ethylchloroformate (9.01 g., 0.066 mol) was added dropwise to a suspension of 4-amino-1-(2'-formylhydrazino)benzene (10.0 g., 0.066 mol) and 2,6-lutidine (7.1 g, 0.066 mol) in acetonitrile (250 ml). Upon heating to reflux, the reaction mixture became homogeneous. After three hours the reaction had gone to completion as evidenced by thin layer chromatographic examination. The solvent was removed under reduced pressure. The resulting solid was slurried in water and filtered to remove any water sol... The reactants are O=Cc1ccc(C2CCCc3cncn32)cc1, [N-]=[N+]=N, O=S(=O)(O)O, c1ccccc1. The product is N#Cc1ccc(C2CCCc3cncn32)cc1. RXN SMILES: [CH:1](=[O:2])[c:3]1[cH:4][cH:5][c:6]([CH:9]2[CH2:10][CH2:11][CH2:12][c:13]3[n:14]2[cH:15][n:16][cH:17]3)[cH:7][cH:8]1.[NH:18]=[N+:19]=[N-:20].[S:21](=[O:22])(=[O:23])([OH:24])[OH:25].[cH:26]1[cH:27][cH:28][cH:29][cH:30][cH:31]1>>[C:1]([c:3]1[cH:4][cH:5][c:6]([CH:9]2[CH2:10][CH2:11][CH2:12][c:13]3[n:14]2[cH:15][n:16][cH:17]3)[cH:7][cH:8]1)#[N:18]. The reactants are COC1=NC=C(C(=N1)OC)B(O)O (2,4-Dimethoxy-pyrimidine-5-boronic acid), IC1=C(N=C(O1)C)C (5-iodo-2,4-dimethyl-oxazole), C(=O)([O-])[O-].[Na+].[Na+] (Na2CO3), C1=CC=C(C=C1)P(C2=CC=CC=C2)C3=CC=CC=C3 (PPh3). Reagents/catalysts: CC(=O)[O-].CC(=O)[O-].[Pd+2] (Pd(OAc)2). The solvent is C(CC)O (n-PrOH). Yields the product CC=1OC(=C(N1)C)C=1C(=NC(=NC1)OC)OC (5-(2,4-Dimethyl-oxazol-5-yl)-2,4-dimethoxy-pyrimidine). The yield is 67.1%. As a reaction SMILES: [CH3:1][O:2][C:3]1[N:8]=[C:7]([O:9][CH3:10])[C:6](B(O)O)=[CH:5][N:4]=1.I[C:15]1[O:19][C:18]([CH3:20])=[N:17][C:16]=1[CH3:21].C([O-])([O-])=O.[Na+].[Na+].C1C=CC(P(C2C=CC=CC=2)C2C=CC=CC=2)=CC=1>C(O)CC.CC([O-])=O.CC([O-])=O.[Pd+2]>[CH3:20][C:18]1[O:19][C:15]([C:6]2[C:7]([O:9][CH3:10])=[N:8][C:3]([O:2][CH3:1])=[N:4][CH:5]=2)=[C:16]([CH3:21])[N:17]=1 |f:2.3.4,7.8.9|. Procedure details: 2,4-Dimethoxy-pyrimidine-5-boronic acid (840 mg, 4.6 mmol) was dissolved in degassed n-PrOH (40 mL) and then 5-iodo-2,4-dimethyl-oxazole (Prep60, 850 mg, 3.8 mmol), Na2CO3 (848 mg, 8 mmol), PPh3 (332 mg, 1.3 mmol) and Pd(OAc)2 (85 mg, 0.38 mmol) were added. The suspension was stirred at reflux for 4 hours. The solvent was evaporated under vacuum and the crude was partitioned between water and ethyl acetate. The organic phase was dried (Na2SO4) and evaporated. The crude was purified by SCX cartri... Reactants: C[C@H]1CC(=O)O[C@@H]1CO[Si](C)(C)C(C)(C)C (2,3-Dideoxy-3-C-methyl-5-O-tert-butyldimethylsilyl-D-erythro-pentono-1,4-lactone), [F-].C(CCC)[N+](CCCC)(CCCC)CCCC (tetra-n-butylammonium fluoride), solution. The solvent is O1CCCC1 (tetrahydrofuran). Yields the product C[C@H]1CC(=O)O[C@@H]1CO (2,3-Dideoxy-3-C-methyl-D-erythro-pentono-1,4-lactone). Reaction SMILES: [CH3:1][C@@H:2]1[C@@H:7]([CH2:8][O:9][Si](C(C)(C)C)(C)C)[O:6][C:4](=[O:5])[CH2:3]1.[F-].C([N+](CCCC)(CCCC)CCCC)CCC>O1CCCC1>[CH3:1][C@@H:2]1[C@@H:7]([CH2:8][OH:9])[O:6][C:4](=[O:5])[CH2:3]1 |f:1.2|. Reported procedure: 2,3-Dideoxy-3-C-methyl-5-O-tert-butyldimethylsilyl-D-erythro-pentono-1,4-lactone (1.4 g, 6.13 mmol) was treated with tetra-n-butylammonium fluoride (8.7 mL of a 1.0M solution in tetrahydrofuran, 8.7 mmol) for 90 minutes at room temperature. The reaction mixture was evaporated, and the crude product subjected to flash silica gel chromatography eluting initially with 15% acetone in hexane and subsequently with 25% acetone in hexane. Pure title compound was obtained as an oil; yield 710 mg (89%); 1... The reactants are Cl[Si](C)(C)C (chlorotrimethylsilane), ClCCl (dichloromethane), C(C)(C)OC(C)C (diisopropyl ether). Yields the product ClCCCO[Si](C)(C)C ((3-Chloropropoxy)trimethylsilane), liquid. The yield is 82.0%. As a reaction SMILES: Cl[Si:2]([CH3:5])([CH3:4])[CH3:3].[CH:6]([O:9]C(C)C)(C)[CH3:7].Cl[CH2:14][Cl:15]>>[Cl:15][CH2:14][CH2:7][CH2:6][O:9][Si:2]([CH3:5])([CH3:4])[CH3:3]. Procedure details: A solution of chlorotrimethylsilane (126.40 g, 1.164 mol) in dichloromethane (300 L) is then added dropwise maintaining the temperature between 0° C. and 5° C. When the conversion is complete, diisopropyl ether (600 mL) is added and triethylamine hydrochloride is filtered washing the pad with diisopropyl ether. The filtrate is concentrated at 38° C. under reduced pressure and the product is purified by distillation (0-5 mmHg, 70° C.). (3-Chloropropoxy)trimethylsilane is obtained as a colourless ... Reactants: CCN=C=NCCCN(C)C.Cl (WSC hydrochloride), N1=CC(=CC=C1)OC(=O)N1CCC(CC1)C(=O)O (1-[(pyridin-3-yloxy)carbonyl]piperidine-4-carboxylic acid), FC1=CC=C(C(=O)NN)C=C1 (4-fluorobenzohydrazide), C=1C=CC2=C(C1)N=NN2O (HOBt). The solvent is C(Cl)Cl (DCM). Reaction conditions: time 8 hour. Product: FC1=CC=C(C=C1)C1=NN=C(O1)C1CCN(CC1)C(=O)OC=1C=NC=CC1 (pyridin-3-yl 4-[5-(4-fluorophenyl)-1,3,4-oxadiazol-2-yl]piperidine-1-carboxylate). Isolated yield 50.7%. Reaction SMILES: [N:1]1[CH:6]=[CH:5][CH:4]=[C:3]([O:7][C:8]([N:10]2[CH2:15][CH2:14][CH:13]([C:16]([OH:18])=O)[CH2:12][CH2:11]2)=[O:9])[CH:2]=1.[F:19][C:20]1[CH:29]=[CH:28][C:23]([C:24]([NH:26][NH2:27])=O)=[CH:22][CH:21]=1.C1C=CC2N(O)N=NC=2C=1.CCN=C=NCCCN(C)C.Cl>C(Cl)Cl>[F:19][C:20]1[CH:29]=[CH:28][C:23]([C:24]2[O:18][C:16]([CH:13]3[CH2:12][CH2:11][N:10]([C:8]([O:7][C:3]4[CH:2]=[N:1][CH:6]=[CH:5][CH:4]=4)=[O:9])[CH2:15][CH2:14]3)=[N:27][N:26]=2)=[CH:22][CH:21]=1 |f:3.4|. Reported procedure: To a mixture of 1-[(pyridin-3-yloxy)carbonyl]piperidine-4-carboxylic acid (300 mg), 4-fluorobenzohydrazide (222 mg), HOBt (170 mg), and DCM (6 mL) was added WSC hydrochloride (299 mg), followed by stirring at room temperature overnight. The reaction liquid was purified directly by silica gel column chromatography (chloroform/methanol=99/1 to 90/10). The residue was dissolved in THF (6 mL), and toluenesulfonyl chloride (686 mg) and triethylamine (1.0 mL) were added thereto, followed by stirring a... Reactants: CC1=C(C(=CC=C1)C)N=C=O (2,6-dimethylphenyl isocyanate), CC1(C(CC(C2=CC=CC=C12)(C)C)N)C (1,2,3,4-tetrahydro-1,1,4,4-tetramethyl-2-naphthylamine). The product is CC1=C(C(=CC=C1)C)NC(=O)NC1C(C2=CC=CC=C2C(C1)(C)C)(C)C (N-(2,6-dimethylphenyl)-N'-(1,2,3,4-tetrahydro-1,1,4,4-tetramethyl-2-naphthalenyl)urea). RXN SMILES: [CH3:1][C:2]1[CH:7]=[CH:6][CH:5]=[C:4]([CH3:8])[C:3]=1[N:9]=[C:10]=[O:11].[CH3:12][C:13]1([CH3:26])[C:22]2[C:17](=[CH:18][CH:19]=[CH:20][CH:21]=2)[C:16]([CH3:24])([CH3:23])[CH2:15][CH:14]1[NH2:25]>>[CH3:8][C:4]1[CH:5]=[CH:6][CH:7]=[C:2]([CH3:1])[C:3]=1[NH:9][C:10]([NH:25][CH:14]1[CH2:15][C:16]([CH3:24])([CH3:23])[C:17]2[C:22](=[CH:21][CH:20]=[CH:19][CH:18]=2)[C:13]1([CH3:26])[CH3:12])=[O:11]. Reported procedure: Using the method of Example 1, but starting with 2,6-dimethylphenyl isocyanate and 1,2,3,4-tetrahydro-1,1,4,4-tetramethyl-2-naphthylamine, there was obtained N-(2,6-dimethylphenyl)-N'-(1,2,3,4-tetrahydro-1,1,4,4-tetramethyl-2-naphthalenyl)urea, mp 216°-218° C.